From a dataset of the Open Reaction Database (ORD), a public repository of structured organic reaction records. describe an organic reaction: reactants, conditions, products, and yield Starting materials: O (water), OC1=CC=C(C2=CC=CC=C12)/N=N/C1=CC=C(C=C1)/N=N/C1=CC=C(C=C1)\N=N\C1=CC=C(C2=CC=CC=C12)O (bis{4-[(E)-(4-hydroxy-1-naphthyl)diazenyl]phenyl}-(E)-diazene), C(C(=C)C)(=O)OCCCCCCOC1=CC=C(C(=O)O)C=C1 (4-{[6-(methacryloyloxy)hexyl]oxy}benzoic acid). The reagents and catalysts are CN(C)C=1C=CN=CC1 (DMAP). The solvent is C(C)N(CC)CC (triethylamine), C1CCOC1 (THF). Run at temperature -30 celsius, time 0.5 hour. Yields the product C(C(=C)C)(=O)OCCCCCCOC1=CC=C(C(=O)OC2=CC=C(C3=CC=CC=C23)/N=N/C2=CC=C(C=C2)/N=N/C2=CC=C(C=C2)\N=N\C2=CC=C(C3=CC=CC=C23)OC(C2=CC=C(C=C2)OCCCCCCOC(C(=C)C)=O)=O)C=C1 (bis{4-((E)-{4-[(4-{[6-(methacryloyloxy)hexyl]oxy}benzoyl)oxy]-1-naphthyl}diazenyl)-phenyl}-(E)-diazene). Isolated yield 73.0%. As a reaction SMILES: [C:1]([O:6][CH2:7][CH2:8][CH2:9][CH2:10][CH2:11][CH2:12][O:13][C:14]1[CH:22]=[CH:21][C:17]([C:18](O)=[O:19])=[CH:16][CH:15]=1)(=[O:5])[C:2]([CH3:4])=[CH2:3].[OH:23][C:24]1[C:33]2[C:28](=[CH:29][CH:30]=[CH:31][CH:32]=2)[C:27](/[N:34]=[N:35]/[C:36]2[CH:41]=[CH:40][C:39](/[N:42]=[N:43]/[C:44]3[CH:49]=[CH:48][C:47](/[N:50]=[N:51]/[C:52]4[C:61]5[C:56](=[CH:57][CH:58]=[CH:59][CH:60]=5)[C:55]([OH:62])=[CH:54][CH:53]=4)=[CH:46][CH:45]=3)=[CH:38][CH:37]=2)=[CH:26][CH:25]=1.[OH2:63]>C1COCC1.C(N(CC)CC)C.CN(C1C=CN=CC=1)C>[C:1]([O:6][CH2:7][CH2:8][CH2:9][CH2:10][CH2:11][CH2:12][O:13][C:14]1[CH:15]=[CH:16][C:17]([C:18]([O:62][C:55]2[C:56]3[C:61](=[CH:60][CH:59]=[CH:58][CH:57]=3)[C:52](/[N:51]=[N:50]/[C:47]3[CH:46]=[CH:45][C:44](/[N:43]=[N:42]/[C:39]4[CH:38]=[CH:37][C:36](/[N:35]=[N:34]/[C:27]5[C:28]6[C:33](=[CH:32][CH:31]=[CH:30][CH:29]=6)[C:24]([O:23][C:18](=[O:19])[C:17]6[CH:21]=[CH:22][C:14]([O:13][CH2:12][CH2:11][CH2:10][CH2:9][CH2:8][CH2:7][O:6][C:1](=[O:5])[C:2]([CH3:4])=[CH2:3])=[CH:15][CH:16]=6)=[CH:25][CH:26]=5)=[CH:41][CH:40]=4)=[CH:49][CH:48]=3)=[CH:53][CH:54]=2)=[O:19])=[CH:21][CH:22]=1)(=[O:63])[C:2]([CH3:4])=[CH2:3]. Procedure: 1.28 g of 4-{[6-(methacryloyloxy)hexyl]oxy}benzoic acid (4.20 mM) were dissolved in 30 ml of THF and 4.00 g of triethylamine (40.00 mM). The solution was cooled to −30° C. and 0.48 g of methansulfochloride (4.20 mM) were added. The mixture was stirred for 0.5 h at this temperature, then 1.04 g of bis{4-[(E)-(4-hydroxy-1-naphthyl)diazenyl]phenyl}-(E)-diazene (2.00 mM) were added at once, followed by 50 mg of DMAP. The reaction mixture was stirred for 1 h at −30° C. and was allowed to warm to room... The reactants are C(C)(=O)OCC (Ethyl acetate), C(=O)(N1C=NC=C1)N1C=NC=C1 (Carbonyldiimidazole), S1C2=C(C(=C1)SC1=C(C(=O)O)C=C(C=C1)C)C=CC=C2 (2-(benzo[b]thiophen-3-ylsulfanyl)-5-methyl-benzoic acid), CN (methyl amine). The solvent is C1CCOC1 (THF). Conditions: time 2 hour. Yields the product S1C2=C(C(=C1)SC1=C(C(=O)NC)C=C(C=C1)C)C=CC=C2 (2-(Benzo[b]thiophen-3-ylsulfanyl)-5,N-dimethyl-benzamide). RXN SMILES: [C:1](N1C=CN=C1)([N:3]1C=CN=C1)=O.[S:13]1[CH:17]=[C:16]([S:18][C:19]2[CH:27]=[CH:26][C:25]([CH3:28])=[CH:24][C:20]=2[C:21](O)=[O:22])[C:15]2[CH:29]=[CH:30][CH:31]=[CH:32][C:14]1=2.CN.C(OCC)(=O)C>C1COCC1>[S:13]1[CH:17]=[C:16]([S:18][C:19]2[CH:27]=[CH:26][C:25]([CH3:28])=[CH:24][C:20]=2[C:21]([NH:3][CH3:1])=[O:22])[C:15]2[CH:29]=[CH:30][CH:31]=[CH:32][C:14]1=2. Procedure details: Carbonyldiimidazole (324 mg, 2 mmol) is added to 2-(benzo[b]thiophen-3-ylsulfanyl)-5-methyl-benzoic acid (300 mg, 1 mmol) in mL dry THF and stirred for 2 hours at room temperature. 2.5 mL methyl amine (2M in THF, 5 mmol) is added and the reaction mixture is stirred for 16 hours at room temperature. Ethyl acetate is added and the organic phase is washed with 1 N HCl (aq) and brine, dried with MgSO4 and concentrated in vacuo to give the title compound, which is used in the next step without furthe... Starting materials: O=[N+]([O-])c1ccc(F)c(Cl)c1, O=C(O)c1ccc2sc(S)nc2c1. Product: O=C(O)c1ccc2sc(Sc3ccc([N+](=O)[O-])cc3Cl)nc2c1. As a reaction SMILES: [Cl:14][c:15]1[c:16]([F:24])[cH:17][cH:18][c:19]([N+:21](=[O:22])[O-:23])[cH:20]1.[SH:1][c:2]1[s:3][c:4]2[c:5]([n:6]1)[cH:7][c:8]([C:11](=[O:12])[OH:13])[cH:9][cH:10]2>>[S:1]([c:2]1[s:3][c:4]2[c:5]([n:6]1)[cH:7][c:8]([C:11](=[O:12])[OH:13])[cH:9][cH:10]2)[c:16]1[c:15]([Cl:14])[cH:20][c:19]([N+:21](=[O:22])[O-:23])[cH:18][cH:17]1. The reactants are N1CCC(CC1)CCCC(=O)O (4-piperidin-4-yl-butyric acid), S(=O)(Cl)Cl (thionylchloride), CO (methanol). Reaction conditions: time 2 hour. Product: Cl.COC(CCCC1CCNCC1)=O (4-piperidin-4-yl-butyric acid methyl ester hydrochloride). Reaction SMILES: [NH:1]1[CH2:6][CH2:5][CH:4]([CH2:7][CH2:8][CH2:9][C:10]([OH:12])=[O:11])[CH2:3][CH2:2]1.S(Cl)([Cl:15])=O.[CH3:17]O>>[ClH:15].[CH3:17][O:11][C:10](=[O:12])[CH2:9][CH2:8][CH2:7][CH:4]1[CH2:5][CH2:6][NH:1][CH2:2][CH2:3]1 |f:3.4|. Procedure: To a solution of 4-piperidin-4-yl-butyric acid (1.1 g; 5.30 mmol) in methanol (5 mL) is added thionylchloride (0.69 g; 5.80 mmol) and the reaction mixture is stirred at room temperature for 2 hours. All volatiles are then removed under high vacuum and the resulting residue triturated with diethyl ether, sucked to dryness and washed (diethyl ether) to afford the desired compound (1.06 g; 4.8 mmol). Reactants: C(C)(C)(C)OC(=O)N[C@@H]1CC2=CC(=CC=C2CC1)CCCCC(=O)OCC (Ethyl (S)-5-[2-(tert-butoxycarbonylamino)-1,2,3,4-tetrahydronaphthalen-7-yl]valerate), C(C)O.Cl (hydrogen chloride ethanol). Solvent: C(C)O (ethanol). Product: N[C@@H]1CC2=CC(=CC=C2CC1)CCCCC(=O)OCC (ethyl (S)-5-(2-amino-1,2,3,4-tetrahydronaphthalen-7-yl)valerate). The yield is 101.0%. RXN SMILES: C(OC([NH:8][C@H:9]1[CH2:18][CH2:17][C:16]2[C:11](=[CH:12][C:13]([CH2:19][CH2:20][CH2:21][CH2:22][C:23]([O:25][CH2:26][CH3:27])=[O:24])=[CH:14][CH:15]=2)[CH2:10]1)=O)(C)(C)C.C(O)C.Cl>C(O)C>[NH2:8][C@H:9]1[CH2:18][CH2:17][C:16]2[C:11](=[CH:12][C:13]([CH2:19][CH2:20][CH2:21][CH2:22][C:23]([O:25][CH2:26][CH3:27])=[O:24])=[CH:14][CH:15]=2)[CH2:10]1 |f:1.2|. Procedure details: Ethyl (S)-5-[2-(tert-butoxycarbonylamino)-1,2,3,4-tetrahydronaphthalen-7-yl]valerate (687 mg) was dissolved in ethanol (10 ml), and 3 M hydrogen chloride ethanol solution (3 ml) was added to the solution at room temperature with stirring. After reaction for 15 hours, the reaction mixture was concentrated in vacuo. A saturated aqueous sodium bicarbonate solution (10 ml) and dichloromethane (5 ml) were added to the residue, and the resulting mixture was stirred for an hour at room temperature. Wat... The reactants are CO (methanol), [OH-].[Na+] (sodium hydroxide), C(C)OC(=O)C1(C2C=CC(C1)C2)C(=O)OCC (2,2-bisethoxycarbonyl-5-norbornene). Run in O1CCCC1 (tetrahydrofuran). Reaction conditions: time 24 hour. Yields the product C(=O)(O)C1(C2C=CC(C1)C2)C(=O)O (2,2-dicarboxy-5-norbornene). Yield: 89.6%. Reaction SMILES: CO.[OH-].[Na+].C([O:7][C:8]([C:10]1([C:17]([O:19]CC)=[O:18])[CH2:15][CH:14]2[CH2:16][CH:11]1[CH:12]=[CH:13]2)=[O:9])C>O1CCCC1>[C:17]([C:10]1([C:8]([OH:9])=[O:7])[CH2:15][CH:14]2[CH2:16][CH:11]1[CH:12]=[CH:13]2)([OH:19])=[O:18] |f:1.2|. Procedure details: A mixture of methanol (12 ml), 10% aqueous sodium hydroxide (12 ml), tetrahydrofuran (12 ml) and 2,2-bisethoxycarbonyl-5-norbornene (2.38 g) was stirred at room temperature for 24 hours and concentrated under reduced pressure. The residue was diluted with water, made acidic with 10% hydrochloric acid (HCl) solution and extracted with ether. The extract was washed with water and dried. Removal of the solvent gave as an oil 2,2-dicarboxy-5-norbornene (Compound No. 2-1) (1.63 g). IRνmaxfilm (cm-1):... Starting materials: CC(=O)O, CC(CCC(=O)O)(c1ccc2cc(OC3CCC(C(F)(F)F)CC3)ccc2c1)[N+](=O)[O-], [Zn]. Product: CC(N)(CCC(=O)O)c1ccc2cc(OC3CCC(C(F)(F)F)CC3)ccc2c1. Reaction SMILES: [CH3:32][C:33](=[O:34])[OH:35].[N+:1]([O-:2])(=[O:3])[C:4]([CH2:5][CH2:6][C:7](=[O:8])[OH:9])([CH3:10])[c:11]1[cH:12][c:13]2[cH:14][cH:15][c:16]([O:21][CH:22]3[CH2:23][CH2:24][CH:25]([C:28]([F:29])([F:30])[F:31])[CH2:26][CH2:27]3)[cH:17][c:18]2[cH:19][cH:20]1.[Zn:36]>>[NH2:1][C:4]([CH2:5][CH2:6][C:7](=[O:8])[OH:9])([CH3:10])[c:11]1[cH:12][c:13]2[cH:14][cH:15][c:16]([O:21][CH:22]3[CH2:23][CH2:24][CH:25]([C:28]([F:29])([F:30])[F:31])[CH2:26][CH2:27]3)[cH:17][c:18]2[cH:19][cH:20]1.